Dataset: the Open Reaction Database (ORD), a public repository of structured organic reaction records. Task: describe an organic reaction: reactants, conditions, products, and yield Product: CC1=CC=C(C(C(=O)O[C@]23C=CC[C@H](CC2)N3C)(O)C3=CC=C(C=C3)C)C=C1 (tropenol 4,4′-dimethylbenzilate). Reactants: CC1=CC=C(C(C(=O)OC)(O)C2=CC=C(C=C2)C)C=C1 (methyl 4,4′-dimethylbenzilate), [C@@]12(C=CC[C@H](CC1)N2C)O (tropenol). Procedure: 4.10 is prepared analogously to the method according to II.1. Yield: 3.55 g (81% of theory) starting from 2.87 g (0.01 mol) of 3e and 1.48 g (0.01 mol) of tropenol; to purify it, the hydrochloride was precipitated and recrystallized from acetonitrile. Melting point: 232° C.-233° C. (hydrochloride). RXN SMILES: [CH3:1][C:2]1[CH:20]=[CH:19][C:5]([C:6]([C:12]2[CH:17]=[CH:16][C:15]([CH3:18])=[CH:14][CH:13]=2)([OH:11])[C:7]([O:9][CH3:10])=[O:8])=[CH:4][CH:3]=1.[C@@:21]12(O)[N:28](C)[C@@H:25]([CH2:26][CH2:27]1)[CH2:24][CH:23]=[CH:22]2>>[CH3:18][C:15]1[CH:14]=[CH:13][C:12]([C:6]([C:5]2[CH:4]=[CH:3][C:2]([CH3:1])=[CH:20][CH:19]=2)([OH:11])[C:7]([O:9][C@@:10]23[N:28]([CH3:21])[C@@H:25]([CH2:26][CH2:27]2)[CH2:24][CH:23]=[CH:22]3)=[O:8])=[CH:17][CH:16]=1.